This data is from the Open Reaction Database (ORD), a public repository of structured organic reaction records. The task is: describe an organic reaction: reactants, conditions, products, and yield Starting materials: C=C(C)CBr, CCOC(=O)CC1CCN(C(=O)OCc2ccccc2)CC1, C1CCOC1. Yields the product C=C(C)CC(C(=O)OCC)C1CCN(C(=O)OCc2ccccc2)CC1. Reaction SMILES: [Br:23][CH2:24][C:25](=[CH2:26])[CH3:27].[CH2:1]([CH3:2])[O:3][C:4]([CH2:5][CH:6]1[CH2:7][CH2:8][N:9]([C:12](=[O:13])[O:14][CH2:15][c:16]2[cH:17][cH:18][cH:19][cH:20][cH:21]2)[CH2:10][CH2:11]1)=[O:22].[O:28]1[CH2:29][CH2:30][CH2:31][CH2:32]1>>[CH2:1]([CH3:2])[O:3][C:4]([CH:5]([CH:6]1[CH2:7][CH2:8][N:9]([C:12](=[O:13])[O:14][CH2:15][c:16]2[cH:17][cH:18][cH:19][cH:20][cH:21]2)[CH2:10][CH2:11]1)[CH2:26][C:25](=[CH2:24])[CH3:27])=[O:22]. Starting materials: O (Water), CC(CNC1=NC(=NC2=CC=C(C=C12)O)C#N)(C)C (4-(2,2-Dimethyl-propylamino)-6-hydroxy-quinazoline-2-carbonitrile), Cl.ClCC1=NC=CC=C1 (2-chloromethyl-pyridine hydrochloride), C([O-])([O-])=O.[Cs+].[Cs+] (cesium carbonate), O (water). Run in CN(C)C=O (DMF). The product is CC(CNC1=NC(=NC2=CC=C(C=C12)OCC1=NC=CC=C1)C#N)(C)C (4-(2,2-Dimethyl-propylamino)-6-(pyridin-2-ylmethoxy)-quinazoline-2-carbonitrile). RXN SMILES: [CH3:1][C:2]([CH3:19])([CH3:18])[CH2:3][NH:4][C:5]1[C:14]2[C:9](=[CH:10][CH:11]=[C:12]([OH:15])[CH:13]=2)[N:8]=[C:7]([C:16]#[N:17])[N:6]=1.Cl.Cl[CH2:22][C:23]1[CH:28]=[CH:27][CH:26]=[CH:25][N:24]=1.C(=O)([O-])[O-].[Cs+].[Cs+].O>CN(C=O)C>[CH3:1][C:2]([CH3:19])([CH3:18])[CH2:3][NH:4][C:5]1[C:14]2[C:9](=[CH:10][CH:11]=[C:12]([O:15][CH2:22][C:23]3[CH:28]=[CH:27][CH:26]=[CH:25][N:24]=3)[CH:13]=2)[N:8]=[C:7]([C:16]#[N:17])[N:6]=1 |f:1.2,3.4.5|. Reported procedure: 4-(2,2-Dimethyl-propylamino)-6-hydroxy-quinazoline-2-carbonitrile (0.23 mmol), 2-chloromethyl-pyridine hydrochloride (0.35 mmol) and cesium carbonate (2.3 mmol) are stirred in DMF (3 ml) at RT for 20 hours. Water is added until a clear solution is formed. Then more water is added until the solution gets turbide. The precipitate formed is filtered off, washed with water and dried (vacuum). A powder with mp. 160° C., Rf=0.4 (CH2Cl2/MeOH=15:1) is obtained. Run in C1CCOC1 (THF). Reaction conditions: temperature -20 celsius, time 2 hour. Procedure details: To a solution of 7-(4-amino-pyrrolo[2,1-f][1,2,4]triazin-7-yl)-3,4-dihydro-1H-isoquinoline-2-carboxylic acid tert-butyl ester (2.2 g, 6.1 mmol) in THF (30 mL) at −20° C. was added 1,3-dibromo-5,5-dimethyl-imidazolidine-2,4-dione (884 mg, 3 mmol) in four portions. The reaction mixture was allowed to stir at −20° C. for 2 h. The solvent was evaporated and the residue was purified by column chromatography (10-50% EtOAc/Hexane) to provide 2 g (72%) of the desired product. 1H NMR (300 MHz, DMSO-d6) δ... Starting materials: C(C)(C)(C)OC(=O)N1CC2=CC(=CC=C2CC1)C1=CC=C2C(=NC=NN21)N (7-(4-amino-pyrrolo[2,1-f][1,2,4]triazin-7-yl)-3,4-dihydro-1H-isoquinoline-2-carboxylic acid tert-butyl ester), BrN1C(N(C(C1(C)C)=O)Br)=O (1,3-dibromo-5,5-dimethyl-imidazolidine-2,4-dione). Reaction SMILES: [C:1]([O:5][C:6]([N:8]1[CH2:17][CH2:16][C:15]2[C:10](=[CH:11][C:12]([C:18]3[N:26]4[C:21]([C:22]([NH2:27])=[N:23][CH:24]=[N:25]4)=[CH:20][CH:19]=3)=[CH:13][CH:14]=2)[CH2:9]1)=[O:7])([CH3:4])([CH3:3])[CH3:2].[Br:28]N1C(C)(C)C(=O)N(Br)C1=O>C1COCC1>[C:1]([O:5][C:6]([N:8]1[CH2:17][CH2:16][C:15]2[C:10](=[CH:11][C:12]([C:18]3[N:26]4[C:21]([C:22]([NH2:27])=[N:23][CH:24]=[N:25]4)=[C:20]([Br:28])[CH:19]=3)=[CH:13][CH:14]=2)[CH2:9]1)=[O:7])([CH3:4])([CH3:2])[CH3:3]. The yield is 150.0%. Yields the product C(C)(C)(C)OC(=O)N1CC2=CC(=CC=C2CC1)C1=CC(=C2C(=NC=NN21)N)Br (7-(4-Amino-5-bromo-pyrrolo[2,1-f][1,2,4]triazin-7-yl)-3,4-dihydro-1H-isoquinoline-2-carboxylic acid tert-butyl ester). The reactants are C(C)(=O)O[C@H]1C[C@H](N(C1)C(=O)OC(C)(C)C)CO[Si](C1=CC=CC=C1)(C1=CC=CC=C1)C(C)(C)C ((2S,4S)-4-acetoxy-1-tert-butoxycarbonyl-2-tert-butyldiphenylsilyloxymethypyrrolidine), C(C)(=O)O (acetic acid), CCCC[N+](CCCC)(CCCC)CCCC.[F-] (TBAF). Run in C1CCOC1 (THF). Conditions: time 24 hour. Yields the product C(C)(=O)O[C@H]1C[C@H](N(C1)C(=O)OC(C)(C)C)CO ((2S,4S)-4-acetoxy-1-tert-butoxycarbonyl-2-pyrrolidinemethanol). Yield: 79.8%. As a reaction SMILES: [C:1]([O:4][C@@H:5]1[CH2:9][N:8]([C:10]([O:12][C:13]([CH3:16])([CH3:15])[CH3:14])=[O:11])[C@H:7]([CH2:17][O:18][Si](C(C)(C)C)(C2C=CC=CC=2)C2C=CC=CC=2)[CH2:6]1)(=[O:3])[CH3:2].C(O)(=O)C.CCCC[N+](CCCC)(CCCC)CCCC.[F-]>C1COCC1>[C:1]([O:4][C@@H:5]1[CH2:9][N:8]([C:10]([O:12][C:13]([CH3:15])([CH3:14])[CH3:16])=[O:11])[C@H:7]([CH2:17][OH:18])[CH2:6]1)(=[O:3])[CH3:2] |f:2.3|. Procedure details: To a stirred mixture of (2S,4S)-4-acetoxy-1-tert-butoxycarbonyl-2-tert-butyldiphenylsilyloxymethypyrrolidine (23.3 g, 46.9 mmol) and acetic acid (6.0 ml, 104.8 mmol) in THF (470 ml) was added TBAF (93.8 ml, 93.8 mmol) at 0° C. After 24 h stirring, the mixture was concentrated in vacuo. The resulting residue was diluted with EtOAC and aq. NH4Cl and extracted with EtOAc. The combined extracts were washed with brine, which were dried over Na2SO4 and concntrated in vacuo. The residue was chromatogra... Starting materials: [K] (potassium), [F-].[K+] (potassium fluoride), [Br-].[K+] (potassium bromide), BrC=1C=C2C=3C=CC=CC3OP(C2=CC1)(O)=O (9,10-dihydro-6-bromo-9-hydroxy-9-phospha-10-oxaphenanthrene-9-oxide), [F-].[K+] (potassium fluoride). Run in O (water), O1CCOCC1 (Dioxane), C(COCCO)O (diethylene glycol). Yields the product FC=1C=C2C=3C=CC=CC3OP(C2=CC1)(O)=O (9,10-dihydro-6-fluoro-9-hydroxy-9-phospha-10-oxaphenanthrene-9-oxide). RXN SMILES: [K].Br[C:3]1[CH:4]=[C:5]2[C:14](=[CH:15][CH:16]=1)[P:13](=[O:18])([OH:17])[O:12][C:11]1[CH:10]=[CH:9][CH:8]=[CH:7][C:6]2=1.[F-:19].[K+].[Br-].[K+]>O.O1CCOCC1.C(O)COCCO>[F:19][C:3]1[CH:4]=[C:5]2[C:14](=[CH:15][CH:16]=1)[P:13](=[O:18])([OH:17])[O:12][C:11]1[CH:10]=[CH:9][CH:8]=[CH:7][C:6]2=1 |f:2.3,4.5,^1:0|. Reported procedure: Into a 200 ml capacity 3-neck flask equipped with a thermometer, a reflux condenser and a stirrer are fed 50 g of potassium salt of 9,10-dihydro-6-bromo-9-hydroxy-9-phospha-10-oxaphenanthrene-9-oxide (CA-B6-K), 30 g of potassium fluoride and 100 g of diethylene glycol, and the flask is heated with stirring so that the contents boil slowly. Dioxane and water are formed little by little to reduce the temperature of the contents. Thus, while they are taken out, the initial boiling temperature is ma...